This data is from the Open Reaction Database (ORD), a public repository of structured organic reaction records. The task is: describe an organic reaction: reactants, conditions, products, and yield Reaction SMILES: [OH:1][CH2:2][C@H:3]1[C:12](=O)[N:11]2[CH:6]([CH2:7][O:8][CH2:9][CH2:10]2)[C:5](=O)[NH:4]1.Cl>CO>[CH2:7]1[CH:6]2[CH2:5][NH:4][C@@H:3]([CH2:2][OH:1])[CH2:12][N:11]2[CH2:10][CH2:9][O:8]1. The solvent is CO (MeOH). Reactants: OC[C@@H]1NC(C2COCCN2C1=O)=O ((7S)-7-(hydroxymethyl)hexahydropyrazino[2,1-c][1,4]oxazine-6,9-dione), solution, Cl (HCl). Reaction conditions: temperature 0 celsius. Procedure: (7S)-7-(hydroxymethyl)hexahydropyrazino[2,1-c][1,4]oxazine-6,9-dione (D130, 151 mg, 0.75 mmol) was suspended in 1M borane THF complex solution (7.5 mL) and heated at reflux for 24 hours. Checked by MS, which showed only the product at m/z=173 (M+1). The reaction was cooled to 0° C., MeOH (5 mL) added dropwise followed by conc.HCl solution (1 mL). The resulting mixture was heated at 50° C. for 4 hours. The solvent was removed and the residue loaded on a SCX column, washed with MeOH before eluting... The product is C1OCCN2C1CN[C@H](C2)CO ((7R)-octahydropyrazino[2,1-c][1,4]oxazin-7-ylmethanol). Yield: 96.8%. Reactants: CCOC(=O)C1(S(=O)(=O)c2ccc(Oc3ccc(Cl)cc3)cc2)CCN(Cc2ccccc2)CC1, C1CCOC1, CO, [Na+], [OH-]. Product: O=C(O)C1(S(=O)(=O)c2ccc(Oc3ccc(Cl)cc3)cc2)CCN(Cc2ccccc2)CC1. As a reaction SMILES: [CH2:1]([CH3:2])[O:3][C:4](=[O:5])[C:6]1([S:19](=[O:20])(=[O:21])[c:22]2[cH:23][cH:24][c:25]([O:28][c:29]3[cH:30][cH:31][c:32]([Cl:35])[cH:33][cH:34]3)[cH:26][cH:27]2)[CH2:7][CH2:8][N:9]([CH2:12][c:13]2[cH:14][cH:15][cH:16][cH:17][cH:18]2)[CH2:10][CH2:11]1.[CH2:36]1[O:37][CH2:38][CH2:39][CH2:40]1.[CH3:41][OH:42].[Na+:44].[OH-:43]>>[O:3]=[C:4]([OH:5])[C:6]1([S:19](=[O:20])(=[O:21])[c:22]2[cH:23][cH:24][c:25]([O:28][c:29]3[cH:30][cH:31][c:32]([Cl:35])[cH:33][cH:34]3)[cH:26][cH:27]2)[CH2:7][CH2:8][N:9]([CH2:12][c:13]2[cH:14][cH:15][cH:16][cH:17][cH:18]2)[CH2:10][CH2:11]1. Starting materials: BrC=1C=CC(=NC1)N (5-bromo-2-aminopyridine), FC1=C(C(=O)N=C=O)C(=CC=C1)F (2,6-difluorobenzoyl isocyanate). The solvent is C(C)(=O)OCC (ethyl acetate). Run at time 3 day. Product: FC1=C(C(=O)NC(=O)NC2=NC=C(C=C2)Br)C(=CC=C1)F (1-(2,6-DIFLUOROBENZOYL)-3-(5-BROMO-2-PYRIDINYL)UREA). As a reaction SMILES: [Br:1][C:2]1[CH:3]=[CH:4][C:5]([NH2:8])=[N:6][CH:7]=1.[F:9][C:10]1[CH:20]=[CH:19][CH:18]=[C:17]([F:21])[C:11]=1[C:12]([N:14]=[C:15]=[O:16])=[O:13]>C(OCC)(=O)C>[F:9][C:10]1[CH:20]=[CH:19][CH:18]=[C:17]([F:21])[C:11]=1[C:12]([NH:14][C:15]([NH:8][C:5]1[CH:4]=[CH:3][C:2]([Br:1])=[CH:7][N:6]=1)=[O:16])=[O:13]. Reported procedure: A 2 g. portion of 5-bromo-2-aminopyridine was reacted with 2.5 g. of 2,6-difluorobenzoyl isocyanate under nitrogen in 50 ml. of ethyl acetate. The reaction mixture was stirred for 3 days, and was then filtered. The solids were washed with dichloromethane, ethyl acetate and diethyl ether and dried under vacuum to obtain the desired product, m.p. 232°-235° C. The elemental analysis showed: Starting materials: C(CCC)OCCOC1=CC=C(C=C1)C=1C=CC2=C(C=C(CCN2CC(C)C)C(=O)NC2=CC=C(C=C2)SCC=2N(C(=CN2)C)CCC)C1 (7-[4-(2-butoxyethoxy)phenyl]-1-isobutyl-N-[4-[[[5-methyl-1-propylimidazol-2-yl]methyl]sulfanyl]phenyl]-2,3-dihydro-1-benzazepine-4-carboxamide), solution, ClC1=CC(=CC=C1)C(=O)OO (3-chloroperbenzoic acid). Run in ClCCl (dichloromethane), ClCCl (dichloromethane). Product: C(CCC)OCCOC1=CC=C(C=C1)C=1C=CC2=C(C=C(CCN2CC(C)C)C(=O)NC2=CC=C(C=C2)S(=O)CC=2N(C(=CN2)C)CCC)C1 (7-[4-(2-butoxyethoxy)phenyl]-1-isobutyl-N-[4-[[[5-methyl-1-propylimidazol-2-yl]methyl]sulfinyl]phenyl]-2,3-dihydro-1-benzazepine-4-carboxamide). Isolated yield 73.8%. As a reaction SMILES: [CH2:1]([O:5][CH2:6][CH2:7][O:8][C:9]1[CH:14]=[CH:13][C:12]([C:15]2[CH:16]=[CH:17][C:18]3[N:24]([CH2:25][CH:26]([CH3:28])[CH3:27])[CH2:23][CH2:22][C:21]([C:29]([NH:31][C:32]4[CH:37]=[CH:36][C:35]([S:38][CH2:39][C:40]5[N:41]([CH2:46][CH2:47][CH3:48])[C:42]([CH3:45])=[CH:43][N:44]=5)=[CH:34][CH:33]=4)=[O:30])=[CH:20][C:19]=3[CH:49]=2)=[CH:11][CH:10]=1)[CH2:2][CH2:3][CH3:4].ClC1C=CC=C(C(OO)=[O:58])C=1>ClCCl>[CH2:1]([O:5][CH2:6][CH2:7][O:8][C:9]1[CH:10]=[CH:11][C:12]([C:15]2[CH:16]=[CH:17][C:18]3[N:24]([CH2:25][CH:26]([CH3:27])[CH3:28])[CH2:23][CH2:22][C:21]([C:29]([NH:31][C:32]4[CH:33]=[CH:34][C:35]([S:38]([CH2:39][C:40]5[N:41]([CH2:46][CH2:47][CH3:48])[C:42]([CH3:45])=[CH:43][N:44]=5)=[O:58])=[CH:36][CH:37]=4)=[O:30])=[CH:20][C:19]=3[CH:49]=2)=[CH:13][CH:14]=1)[CH2:2][CH2:3][CH3:4]. Procedure details: To a solution of 7-[4-(2-butoxyethoxy)phenyl]-1-isobutyl-N-[4-[[[5-methyl-1-propylimidazol-2-yl]methyl]sulfanyl]phenyl]-2,3-dihydro-1-benzazepine-4-carboxamide (450 mg) in dichloromethane (15 ml) was added dropwise 70% solution of 3-chloroperbenzoic acid (244 mg) in dichloromethane (15 ml) at −78° C. The reaction vessel was removed from a dry ice-acetone bath, and an aqueous solution of sodium thiosulfate was added to the reaction vessel with strongly stirring. The mixture was allowed to be at r... Starting materials: Cl.O1CCOCC1 (hydrogen chloride dioxane), C(C)(C)(C)OC(=O)N1CCC(CC1)CN(C(NC1=C(C(=CC(=C1)OC)C(C)(C)C)O)=O)CC1=CC=CC=C1 (2-[3-(1-tert-butoxycarbonylpiperidin-4-yl)methyl-3-phenylmethylureido]-4-methoxy-6-tert-butylphenol). Conditions: time 2 hour. The product is Cl.N1CCC(CC1)CN(C(NC1=C(C(=CC(=C1)OC)C(C)(C)C)O)=O)CC1=CC=CC=C1 (2-[3-(4-piperidylmethyl)-3-phenylmethylureido]-4-methoxy-6-tert-butylphenol hydrochloride). The yield is 69.0%. Reaction SMILES: [ClH:1].O1CCOCC1.C(OC([N:15]1[CH2:20][CH2:19][CH:18]([CH2:21][N:22]([CH2:39][C:40]2[CH:45]=[CH:44][CH:43]=[CH:42][CH:41]=2)[C:23](=[O:38])[NH:24][C:25]2[CH:30]=[C:29]([O:31][CH3:32])[CH:28]=[C:27]([C:33]([CH3:36])([CH3:35])[CH3:34])[C:26]=2[OH:37])[CH2:17][CH2:16]1)=O)(C)(C)C>>[ClH:1].[NH:15]1[CH2:20][CH2:19][CH:18]([CH2:21][N:22]([CH2:39][C:40]2[CH:41]=[CH:42][CH:43]=[CH:44][CH:45]=2)[C:23](=[O:38])[NH:24][C:25]2[CH:30]=[C:29]([O:31][CH3:32])[CH:28]=[C:27]([C:33]([CH3:36])([CH3:35])[CH3:34])[C:26]=2[OH:37])[CH2:17][CH2:16]1 |f:0.1,3.4|. Procedure: 4N hydrogen chloride-dioxane solution (15 ml) was added to 1.50 g of 2-[3-(1-tert-butoxycarbonylpiperidin-4-yl)methyl-3-phenylmethylureido]-4-methoxy-6-tert-butylphenol, and the mixture was stirred at room temperature for 2 hours. Then, the mixture was evaporated to dryness under reduced pressure and the residue was recrystallized from an ethanol solution to give 0.912 g of 2-[3-(4-piperidylmethyl)-3-phenylmethylureido]-4-methoxy-6-tert-butylphenol hydrochloride (yield: 69%, melting point: 195°-... Reactants: C(C=C)(=O)OC (methyl acrylate), N(CCO)CCO (diethanolamine). Conditions: time 20 hour. Yields the product OCCN(CCO)CCC(=O)OC (N,N-bis(2-hydroxyethyl)-2-(methoxycarbonyl)ethylamine). The yield is 98.0%. As a reaction SMILES: [C:1]([O:5][CH3:6])(=[O:4])[CH:2]=[CH2:3].[NH:7]([CH2:11][CH2:12][OH:13])[CH2:8][CH2:9][OH:10]>>[OH:10][CH2:9][CH2:8][N:7]([CH2:3][CH2:2][C:1]([O:5][CH3:6])=[O:4])[CH2:11][CH2:12][OH:13]. Procedure: At 20 to 30° C., 9.01 g of methyl acrylate was added to 10.0 g of diethanolamine. The resulting mixture was allowed to stand for 20 hours. The reaction mixture was concentrated under reduced pressure, whereby N,N-bis(2-hydroxyethyl)-2-(methoxycarbonyl)ethylamine was obtained (yield: 98%). Reactants: FC(OC1=CC=C(CN)C=C1)F (4-difluoromethoxy-benzyl amine), COC(C1=C(C=C(C=C1I)F)CBr)=O (2-bromomethyl-4-fluoro-6-iodo-benzoic acid methyl ester), C(=O)([O-])[O-].[K+].[K+] (K2CO3). Run in C1(=CC=CC=C1)C (toluene). Conditions: temperature 100 celsius, time 2 hour. The product is FC=1C=C2CN(C(C2=C(C1)I)=O)CC1=CC=C(C=C1)OC(F)F (5-fluoro-7-iodo-2-(4-difluoromethoxy-benzyl)-2,3-dihydro-isoindol-1-one). The yield is 34.8%. As a reaction SMILES: [F:1][CH:2]([F:12])[O:3][C:4]1[CH:11]=[CH:10][C:7]([CH2:8][NH2:9])=[CH:6][CH:5]=1.C[O:14][C:15](=O)[C:16]1[C:21]([I:22])=[CH:20][C:19]([F:23])=[CH:18][C:17]=1[CH2:24]Br.C([O-])([O-])=O.[K+].[K+]>C1(C)C=CC=CC=1>[F:23][C:19]1[CH:18]=[C:17]2[C:16](=[C:21]([I:22])[CH:20]=1)[C:15](=[O:14])[N:9]([CH2:8][C:7]1[CH:6]=[CH:5][C:4]([O:3][CH:2]([F:12])[F:1])=[CH:11][CH:10]=1)[CH2:24]2 |f:2.3.4|. Procedure details: A mixture of 4-difluoromethoxy-benzyl amine (0.173 g, 1.0 mmol), 2-bromomethyl-4-fluoro-6-iodo-benzoic acid methyl ester (0.270 g, 0.73 mmol), and K2CO3 (0.207 g, 1.5 mmol) in toluene (4 mL) was heated with stirring at 100° C. for 2 h. The resulting mixture was filtered and concentrated. Silica gel column chromatography using 30% ethyl acetate in hexane afforded 5-fluoro-7-iodo-2-(4-difluoromethoxy-benzyl)-2,3-dihydro-isoindol-1-one (0.110 g, 35%). 1H NMR (300 MHz, CDCl3): δ (ppm) 4.18 (s, 2H), ...